Dataset: the Open Reaction Database (ORD), a public repository of structured organic reaction records. Task: describe an organic reaction: reactants, conditions, products, and yield The reactants are OC(CNC1=NC(=NC(=N1)NCC(O)C1CC(NC(C1)(C)C)(C)C)Cl)C1CC(NC(C1)(C)C)(C)C (2,4-Bis{2-hydroxy-N-(2,2,6,6-tetramethyl-4-piperidyl)ethylamino}-6-chloro-1,3,5-triazine), NCCNCCNCCN (triethylenetetramine), [OH-].[Na+] (sodium hydroxide). Solvent: O1CCOCC1 (dioxane), O (water). The product is OC(CNC1=NC(=NC(=N1)NCC(O)C1CC(NC(C1)(C)C)(C)C)NCCN(CCN(CCNC1=NC(=NC(=N1)NCC(O)C1CC(NC(C1)(C)C)(C)C)NCC(O)C1CC(NC(C1)(C)C)(C)C)C1=NC(=NC(=N1)NCC(O)C1CC(NC(C1)(C)C)(C)C)NCC(O)C1CC(NC(C1)(C)C)(C)C)C1=NC(=NC(=N1)NCC(O)C1CC(NC(C1)(C)C)(C)C)NCC(O)C1CC(NC(C1)(C)C)(C)C)C1CC(NC(C1)(C)C)(C)C (N,N',N",N'"-Tetrakis[2,4-bis{2-hydroxy-N-(2,2,6,6-tetramethyl-4-piperidyl)ethylamino}-1,3,5-triazine-6-yl]-triethylenetetramine). As a reaction SMILES: [OH:1][CH:2]([CH:26]1[CH2:31][C:30]([CH3:33])([CH3:32])[NH:29][C:28]([CH3:35])([CH3:34])[CH2:27]1)[CH2:3][NH:4][C:5]1[N:10]=[C:9]([NH:11][CH2:12][CH:13]([CH:15]2[CH2:20][C:19]([CH3:22])([CH3:21])[NH:18][C:17]([CH3:24])([CH3:23])[CH2:16]2)[OH:14])[N:8]=[C:7](Cl)[N:6]=1.[NH2:36][CH2:37][CH2:38][NH:39][CH2:40][CH2:41][NH:42][CH2:43][CH2:44][NH2:45].[OH-:46].[Na+]>O1CCOCC1.O>[OH:1][CH:2]([CH:26]1[CH2:31][C:30]([CH3:33])([CH3:32])[NH:29][C:28]([CH3:35])([CH3:34])[CH2:27]1)[CH2:3][NH:4][C:5]1[N:10]=[C:9]([NH:11][CH2:12][CH:13]([CH:15]2[CH2:20][C:19]([CH3:22])([CH3:21])[NH:18][C:17]([CH3:24])([CH3:23])[CH2:16]2)[OH:14])[N:8]=[C:7]([NH:36][CH2:37][CH2:38][N:39]([C:7]2[N:8]=[C:9]([NH:11][CH2:12][CH:13]([CH:15]3[CH2:16][C:17]([CH3:24])([CH3:23])[NH:18][C:19]([CH3:21])([CH3:22])[CH2:20]3)[OH:14])[N:10]=[C:5]([NH:4][CH2:3][CH:2]([CH:26]3[CH2:27][C:28]([CH3:35])([CH3:34])[NH:29][C:30]([CH3:33])([CH3:32])[CH2:31]3)[OH:1])[N:6]=2)[CH2:40][CH2:41][N:42]([C:7]2[N:8]=[C:9]([NH:11][CH2:12][CH:13]([CH:15]3[CH2:16][C:17]([CH3:24])([CH3:23])[NH:18][C:19]([CH3:21])([CH3:22])[CH2:20]3)[OH:14])[N:10]=[C:5]([NH:4][CH2:3][CH:2]([CH:26]3[CH2:27][C:28]([CH3:35])([CH3:34])[NH:29][C:30]([CH3:33])([CH3:32])[CH2:31]3)[OH:1])[N:6]=2)[CH2:43][CH2:44][NH:45][C:7]2[N:8]=[C:9]([NH:11][CH2:12][CH:13]([CH:15]3[CH2:20][C:19]([CH3:22])([CH3:21])[NH:18][C:17]([CH3:23])([CH3:24])[CH2:16]3)[OH:46])[N:10]=[C:5]([NH:4][CH2:3][CH:2]([CH:26]3[CH2:27][C:28]([CH3:35])([CH3:34])[NH:29][C:30]([CH3:33])([CH3:32])[CH2:31]3)[OH:1])[N:6]=2)[N:6]=1 |f:2.3|. Procedure details: 2,4-Bis{2-hydroxy-N-(2,2,6,6-tetramethyl-4-piperidyl)ethylamino}-6-chloro-1,3,5-triazine (8.0 g) and triethylenetetramine (0.5 g) were dissolved in dioxane (100 ml) and to the solution was added an aqueous solution of sodium hydroxide (0.7 g) in water (10 ml). The mixture was heated to reflux for 6 hours. Dioxane was distilled off from the reaction mixture and the residue was extracted with benzene. The extract was treated with silica gel column chromatography (eluent=ethyl acetate:benzene:ethan...